describe an organic reaction: reactants, conditions, products, and yield From a dataset of the Open Reaction Database (ORD), a public repository of structured organic reaction records. Starting materials: Nc1ccc(-c2cc(Cc3ccc(OCc4ccccc4)cc3)no2)cn1, [Na+], O, O=C(O)C(F)(F)F, O=C([O-])O, CSc1ccccc1. The product is Nc1ccc(-c2cc(Cc3ccc(O)cc3)no2)cn1. As a reaction SMILES: [CH2:8]([c:9]1[cH:10][cH:11][cH:12][cH:13][cH:14]1)[O:15][c:16]1[cH:17][cH:18][c:19]([CH2:20][c:21]2[n:22][o:23][c:24](-[c:26]3[cH:27][cH:28][c:29]([NH2:32])[n:30][cH:31]3)[cH:25]2)[cH:33][cH:34]1.[Na+:43].[OH2:48].[OH:1][C:2]([C:3]([F:4])([F:5])[F:6])=[O:7].[OH:44][C:45](=[O:46])[O-:47].[c:35]1([S:36][CH3:37])[cH:38][cH:39][cH:40][cH:41][cH:42]1>>[OH:15][c:16]1[cH:17][cH:18][c:19]([CH2:20][c:21]2[n:22][o:23][c:24](-[c:26]3[cH:27][cH:28][c:29]([NH2:32])[n:30][cH:31]3)[cH:25]2)[cH:33][cH:34]1. Starting materials: 2-[, COC(C1=C(C=CC=C1)C(=CC1=CC=NC=C1)C#N)=O ((1-cyano-2-(pyridin-4-yl)-vinyl]-benzoic acid methyl ester), O (H2O). The reagents and catalysts are [Ni] (Raney nickel). The solvent is C1CCOC1 (THF). Yields the product N1=CC=C(C=C1)CC1=CNC(C2=CC=CC=C12)=O (4-(Pyridin-4-yl-methyl)-2H-isoquinolin-1-one). RXN SMILES: C[O:2][C:3](=O)[C:4]1[CH:9]=[CH:8][CH:7]=[CH:6][C:5]=1[C:10]([C:18]#[N:19])=[CH:11][C:12]1[CH:17]=[CH:16][N:15]=[CH:14][CH:13]=1.O>[Ni].C1COCC1>[N:15]1[CH:16]=[CH:17][C:12]([CH2:11][C:10]2[C:5]3[C:4](=[CH:9][CH:8]=[CH:7][CH:6]=3)[C:3](=[O:2])[NH:19][CH:18]=2)=[CH:13][CH:14]=1. Reported procedure: In the presence of 5×40 g of Raney nickel (added at intervals), 163 g (617 mmol) of 2-[(1-cyano-2-(pyridin-4-yl)-vinyl]-benzoic acid methyl ester are hydrogenated in 3 liters of THF at 40° C. for 90 hours. The reaction mixture is filtered, and the filtrate is concentrated by evaporation and crystallised from acetonitrile/ethyl acetate (→title compound). Further product can be obtained from the mother liquor by chromatography (SiO2; ethyl acetate→acetone): m.p. 189-190° C.; FAB-MS: (M+H)+=237; 1H...